From a dataset of the Open Reaction Database (ORD), a public repository of structured organic reaction records. describe an organic reaction: reactants, conditions, products, and yield Reactants: ClC1=CC=C(C=C1)C(CC(=O)O)CC(=O)NC1=C(C=C(C=C1)C1=CC=CC=C1)[N+](=O)[O-] (3-(4-chlorophenyl)-N-(3-nitro-[1,1′-biphenyl]-4-yl)glutaramic acid), Cl (HCl). Solvent: C(C)(=O)O (acetic acid). Reaction conditions: time 8 hour. The product is ClC1=CC=C(C=C1)C(CC(=O)O)CC=1NC2=C(N1)C=CC(=C2)C2=CC=CC=C2.Cl (3-(4-Chlorophenyl)-4-(5-phenyl-2-benzimidazolyl)butanoic acid•HCl). As a reaction SMILES: [Cl:1][C:2]1[CH:7]=[CH:6][C:5]([CH:8]([CH2:13][C:14]([NH:16][C:17]2[CH:22]=[CH:21][C:20]([C:23]3[CH:28]=[CH:27][CH:26]=[CH:25][CH:24]=3)=[CH:19][C:18]=2[N+:29]([O-])=O)=O)[CH2:9][C:10]([OH:12])=[O:11])=[CH:4][CH:3]=1.[ClH:32]>C(O)(=O)C>[Cl:1][C:2]1[CH:7]=[CH:6][C:5]([CH:8]([CH2:13][C:14]2[NH:29][C:18]3[CH:19]=[C:20]([C:23]4[CH:28]=[CH:27][CH:26]=[CH:25][CH:24]=4)[CH:21]=[CH:22][C:17]=3[N:16]=2)[CH2:9][C:10]([OH:12])=[O:11])=[CH:4][CH:3]=1.[ClH:32] |f:3.4|. Procedure: To a solution of 3-(4-chlorophenyl)-N-(3-nitro-[1,1′-biphenyl]-4-yl)glutaramic acid (0.52 g) in acetic acid (3 ml) iron powder (0.34 g) was added. The mixture was stirred vigorously at under reflux for 0.5 h. Then conc. HCl (2 ml) was added with caution. The resulting solution was stirred at reflux temperature for further 2 h. All volatiles were removed at the water aspirator and the residue was dissolved in acetic acid/conc. HCl 2:1 (3 ml). Water (3 ml) was added at reflux temperature and the m... Starting materials: O=C(n1ccnc1)n1ccnc1, CCn1c(=O)oc2cc(NCC(O)C(=O)OC)cc(F)c21. The product is CCn1c(=O)oc2cc(N3CC(C(=O)OC)OC3=O)cc(F)c21. RXN SMILES: [C:22](=[O:23])([n:24]1[cH:25][cH:26][n:27][cH:28]1)[n:29]1[cH:30][cH:31][n:32][cH:33]1.[CH2:1]([CH3:2])[n:3]1[c:4](=[O:21])[o:5][c:6]2[c:7]1[c:8]([F:20])[cH:9][c:10]([NH:12][CH2:13][CH:14]([C:15](=[O:16])[O:17][CH3:18])[OH:19])[cH:11]2>>[CH2:1]([CH3:2])[n:3]1[c:4](=[O:21])[o:5][c:6]2[c:7]1[c:8]([F:20])[cH:9][c:10]([N:12]1[CH2:13][CH:14]([C:15](=[O:16])[O:17][CH3:18])[O:19][C:22]1=[O:23])[cH:11]2. Yields the product [Si](C)(C)(C(C)(C)C)OCC(CN1C=C2N(C(N(C(C2=C1C=1C=C(C#N)C=CC1)=O)C)=O)C)OCC(=O)C=1SC=C(N1)Cl (3-(6-(3-((tert-Butyldimethylsilyl)oxy)-2-(2-(4-chlorothiazol-2-yl)-2-oxoethoxy)propyl)-1,3-dimethyl-2,4-dioxo-2,3,4,6-tetrahydro-1H-pyrrolo[3,4-d]pyrimidin-5-yl)benzonitrile). Reaction SMILES: [Si:1]([O:8][CH2:9][CH:10]([O:33][CH2:34][C:35](N(OC)C)=[O:36])[CH2:11][N:12]1[C:20]([C:21]2[CH:26]=[CH:25][CH:24]=[C:23]([C:27]#[N:28])[CH:22]=2)=[C:19]2[C:14]([N:15]([CH3:32])[C:16](=[O:31])[N:17]([CH3:30])[C:18]2=[O:29])=[CH:13]1)([C:4]([CH3:7])([CH3:6])[CH3:5])([CH3:3])[CH3:2].Br[C:42]1[S:43][CH:44]=[C:45]([Cl:47])[N:46]=1>>[Si:1]([O:8][CH2:9][CH:10]([O:33][CH2:34][C:35]([C:42]1[S:43][CH:44]=[C:45]([Cl:47])[N:46]=1)=[O:36])[CH2:11][N:12]1[C:20]([C:21]2[CH:22]=[C:23]([CH:24]=[CH:25][CH:26]=2)[C:27]#[N:28])=[C:19]2[C:14]([N:15]([CH3:32])[C:16](=[O:31])[N:17]([CH3:30])[C:18]2=[O:29])=[CH:13]1)([C:4]([CH3:6])([CH3:7])[CH3:5])([CH3:2])[CH3:3]. The reactants are [Si](C)(C)(C(C)(C)C)OCC(CN1C=C2N(C(N(C(C2=C1C1=CC(=CC=C1)C#N)=O)C)=O)C)OCC(=O)N(C)OC (2-((1-((tert-butyldimethylsilyl)oxy)-3-(5-(3-cyanophenyl)-1,3-dimethyl-2,4-dioxo-3,4-dihydro-1H-pyrrolo[3,4-d]pyrimidin-6(2H)-yl)propan-2-yl)oxy)-N-methoxy-N-methylacetamide), BrC=1SC=C(N1)Cl (2-bromo-4-chlorothiazole). Procedure: The title compound was prepared from 2-((1-((tert-butyldimethylsilyl)oxy)-3-(5-(3-cyanophenyl)-1,3-dimethyl-2,4-dioxo-3,4-dihydro-1H-pyrrolo[3,4-d]pyrimidin-6(2H)-yl)propan-2-yl)oxy)-N-methoxy-N-methylacetamide and 2-bromo-4-chlorothiazole analogously to Example 13, step 3; The reactants are N (ammonia), [H][H] (hydrogen), [H-].[Li+].[Al+3].[H-].[H-].[H-] (aluminum lithium hydride), ClC=1C=CC(=C(C1)CCC(=O)OCC)OCCC1=CC=CC=C1 (ethyl 3-[5-chloro-2-(2-phenylethoxy)phenyl]propionate). The solvent is C(C)(=O)OCC (ethyl acetate), O1CCCC1 (tetrahydrofuran), CCCCCC (n-hexane). Run at time 1 hour. Yields the product ClC=1C=CC(=C(C1)CCCO)OCCC1=CC=CC=C1 (3-[5-chloro-2-(2-phenylethoxy)phenyl]propanol). The yield is 35.2%. RXN SMILES: [H-].[Li+].[Al+3].[H-].[H-].[H-].[Cl:7][C:8]1[CH:9]=[CH:10][C:11]([O:21][CH2:22][CH2:23][C:24]2[CH:29]=[CH:28][CH:27]=[CH:26][CH:25]=2)=[C:12]([CH2:14][CH2:15][C:16](OCC)=[O:17])[CH:13]=1.N.[H][H]>O1CCCC1.CCCCCC.C(OCC)(=O)C>[Cl:7][C:8]1[CH:9]=[CH:10][C:11]([O:21][CH2:22][CH2:23][C:24]2[CH:25]=[CH:26][CH:27]=[CH:28][CH:29]=2)=[C:12]([CH2:14][CH2:15][CH2:16][OH:17])[CH:13]=1 |f:0.1.2.3.4.5|. Procedure details: 1.84 g of aluminum lithium hydride was added to a solution of 10.76 g of the crude ethyl 3-[5-chloro-2-(2-phenylethoxy)phenyl]propionate in 100 ml of tetrahydrofuran under ice-cooling and the mixture was stirred at the same temperature for 1 hour. Then 25% aqueous ammonia was added thereto until no hydrogen gas evolved any more. After filtering with the use of Celite and anhydrous magnesium sulfate, the solvent was evaporated under reduced pressure. The residue thus obtained was subjected to sil... The reactants are CN(C)C=O, CC(=O)c1ccc(F)c(C(F)(F)F)c1, O. The product is COc1ccc(C(C)=O)cc1C(F)(F)F. RXN SMILES: [CH3:16][N:17]([CH:18]=[O:19])[CH3:20].[F:1][c:2]1[c:3]([C:11]([F:12])([F:13])[F:14])[cH:4][c:5]([C:8]([CH3:9])=[O:10])[cH:6][cH:7]1.[OH2:15]>>[c:2]1([O:19][CH3:18])[c:3]([C:11]([F:12])([F:13])[F:14])[cH:4][c:5]([C:8]([CH3:9])=[O:10])[cH:6][cH:7]1. Starting materials: N1CC(CCC1)CN1C(C2=CC(=C(C=C2CC1)OC)OC)=O (2-[(piperidin-3-yl)-methyl]-6,7-dimethoxy- 1-oxo-1,2,3,4-tetrahydro-isoquinoline), ClCCCN(C)C1=CC=C(C=C1)OC (1-chloro-3-(4-methoxy-N-methyl-phenylamino)-propane). The product is Cl.Cl.COC1=CC=C(C=C1)N(C)CCCN1CC(CCC1)CN1C(C2=CC(=C(C=C2CC1)OC)OC)=O (2-[(N-(3-(4-Methoxy-N-methyl-phenylamino)-propyl)-piperidin-3-yl)-methyl]-6,7-dimethoxy-1-oxo-1,2,3,4-tetrahydro-isoquinoline-dihydrochloride). As a reaction SMILES: [NH:1]1[CH2:6][CH2:5][CH2:4][CH:3]([CH2:7][N:8]2[CH2:17][CH2:16][C:15]3[C:10](=[CH:11][C:12]([O:20][CH3:21])=[C:13]([O:18][CH3:19])[CH:14]=3)[C:9]2=[O:22])[CH2:2]1.[Cl:23][CH2:24][CH2:25][CH2:26][N:27]([C:29]1[CH:34]=[CH:33][C:32]([O:35][CH3:36])=[CH:31][CH:30]=1)[CH3:28]>>[ClH:23].[ClH:23].[CH3:36][O:35][C:32]1[CH:33]=[CH:34][C:29]([N:27]([CH2:26][CH2:25][CH2:24][N:1]2[CH2:6][CH2:5][CH2:4][CH:3]([CH2:7][N:8]3[CH2:17][CH2:16][C:15]4[C:10](=[CH:11][C:12]([O:20][CH3:21])=[C:13]([O:18][CH3:19])[CH:14]=4)[C:9]3=[O:22])[CH2:2]2)[CH3:28])=[CH:30][CH:31]=1 |f:2.3.4|. Procedure: Prepared from 2-[(piperidin-3-yl)-methyl]-6,7-dimethoxy- 1-oxo-1,2,3,4-tetrahydro-isoquinoline and 1-chloro-3-(4-methoxy-N-methyl-phenylamino)-propane analogously to Example 1. Reactants: O1COC2=C1C=CC(=C2)C(O)C2=CC(=CC=C2)OC (benzo[1,3]dioxol-5-yl-(3-methoxy-phenyl) -methanol). The reagents and catalysts are O=[Mn]=O (MnO2), O=[Mn]=O (MnO2). Procedure details: To a stirred solution of benzo[1,3]dioxol-5-yl-(3-methoxy-phenyl) -methanol (2.23 g crude, 7.6 mmol) in CH2Cl2 (20 mL) at room temperature was added activated MnO2 powder (3.5 g, 40 mmol) and kept adding 23 equivalents of MnO2 every 35 h until HPLC showed disappearance of the starting material. The black suspension was filtered through a Celite pad, concentrated in vacuo to give benzo[1,3]dioxol-5-yl-(3-methoxy-phenyl)-methanone as an oil (1.78 g, 89% crude yield). The product was used in the ne... Run in C(Cl)Cl (CH2Cl2). As a reaction SMILES: [O:1]1[C:5]2[CH:6]=[CH:7][C:8]([CH:10]([C:12]3[CH:17]=[CH:16][CH:15]=[C:14]([O:18][CH3:19])[CH:13]=3)[OH:11])=[CH:9][C:4]=2[O:3][CH2:2]1>C(Cl)Cl.O=[Mn]=O>[O:1]1[C:5]2[CH:6]=[CH:7][C:8]([C:10]([C:12]3[CH:17]=[CH:16][CH:15]=[C:14]([O:18][CH3:19])[CH:13]=3)=[O:11])=[CH:9][C:4]=2[O:3][CH2:2]1. Yields the product O1COC2=C1C=CC(=C2)C(=O)C2=CC(=CC=C2)OC (benzo[1,3]dioxol-5-yl-(3-methoxy-phenyl)-methanone). The reactants are CCOC(=O)c1cncc2c(COc3cccc(N)c3)csc12, C1CCOC1, CCN(C(C)C)C(C)C, O=C(Cl)c1cccc(Cl)c1. Yields the product CCOC(=O)c1cncc2c(COc3cccc(NC(=O)c4cccc(Cl)c4)c3)csc12. As a reaction SMILES: [CH2:1]([CH3:2])[O:3][C:4](=[O:5])[c:6]1[c:7]2[c:8]([cH:9][n:10][cH:11]1)[c:12]([CH2:15][O:16][c:17]1[cH:18][c:19]([NH2:23])[cH:20][cH:21][cH:22]1)[cH:13][s:14]2.[CH2:43]1[O:44][CH2:45][CH2:46][CH2:47]1.[CH:24]([N:25]([CH:26]([CH3:27])[CH3:28])[CH2:29][CH3:30])([CH3:31])[CH3:32].[Cl:33][c:34]1[cH:35][c:36]([C:37](=[O:38])[Cl:39])[cH:40][cH:41][cH:42]1>>[CH2:1]([CH3:2])[O:3][C:4](=[O:5])[c:6]1[c:7]2[c:8]([cH:9][n:10][cH:11]1)[c:12]([CH2:15][O:16][c:17]1[cH:18][c:19]([NH:23][C:37]([c:36]3[cH:35][c:34]([Cl:33])[cH:42][cH:41][cH:40]3)=[O:38])[cH:20][cH:21][cH:22]1)[cH:13][s:14]2.